Dataset: the Open Reaction Database (ORD), a public repository of structured organic reaction records. Task: describe an organic reaction: reactants, conditions, products, and yield Starting materials: O (water), [OH-].[K+] (potassium hydroxide), SC1=NNC=N1 (3-mercapto-1,2,4-triazole), CS(=O)(=O)OCC1OCCCC1 (tetrahydropyran-2-ylmethyl methanesulfonate). The solvent is C(C)(C)(C)OC (methyl tert-butyl ether), CO (methanol). Conditions: time 24 hour. The product is O1C(CCCC1)CSC1=NNC=N1 (3-(Tetrahydropyran-2-yl)methylthio-1,2,4-triazole). Reaction SMILES: [OH-].[K+].[SH:3][C:4]1[N:8]=[CH:7][NH:6][N:5]=1.CS(O[CH2:14][CH:15]1[CH2:20][CH2:19][CH2:18][CH2:17][O:16]1)(=O)=O.O>CO.C(OC)(C)(C)C>[O:16]1[CH2:17][CH2:18][CH2:19][CH2:20][CH:15]1[CH2:14][S:3][C:4]1[N:8]=[CH:7][NH:6][N:5]=1 |f:0.1|. Procedure details: 9.7 g (173 mmol) of potassium hydroxide and 17.5 g (173 mmol) of 3-mercapto-1,2,4-triazole were dissolved in 200 ml of methanol and heated under reflux for one hour. After the solvent had been distilled off under reduced pressure, the residue was dried by azeotropic distillation with toluene and then taken up in 300 ml of methanol. 33.6 g (173 mmol) of tetrahydropyran-2-ylmethyl methanesulfonate (step a) were then added and the mixture was stirred at room temperature for 24 hours. 200 ml of wate... Reactants: FC1=CC(=C(C=C1)C1=CC=CC=C1)CC(CC(C)C)(O)C1CN(CCO1)CC1=CC=CC=C1 (4-Fluoro[1,1′-biphenyl]-2-yl-4-methyl-2-[4-(phenylmethyl)morpholin-2-yl]pentan-2-ol), ClC(=O)OC(C)Cl (α-chloroethyl chloroformate), CCN(C(C)C)C(C)C (Hünig's base). The solvent is C(Cl)Cl (DCM). Yields the product Cl.FC1=CC(=C(C=C1)C1=CC=CC=C1)CC(CC(C)C)(O)C1CNCCO1 (1-(4-Fluoro[1,1′-biphenyl]-2-yl)-4-methyl-2-morpholin-2-ylpentan-2-ol hydrochloride). Yield: 62.0%. Reaction SMILES: [F:1][C:2]1[CH:7]=[CH:6][C:5]([C:8]2[CH:13]=[CH:12][CH:11]=[CH:10][CH:9]=2)=[C:4]([CH2:14][C:15]([CH:21]2[O:26][CH2:25][CH2:24][N:23](CC3C=CC=CC=3)[CH2:22]2)([OH:20])[CH2:16][CH:17]([CH3:19])[CH3:18])[CH:3]=1.[Cl:34]C(OC(Cl)C)=O.CCN(C(C)C)C(C)C>C(Cl)Cl>[ClH:34].[F:1][C:2]1[CH:7]=[CH:6][C:5]([C:8]2[CH:9]=[CH:10][CH:11]=[CH:12][CH:13]=2)=[C:4]([CH2:14][C:15]([CH:21]2[O:26][CH2:25][CH2:24][NH:23][CH2:22]2)([OH:20])[CH2:16][CH:17]([CH3:19])[CH3:18])[CH:3]=1 |f:4.5|. Procedure: 40 is prepared from 39 (1.31 g, 2.92 mmol), α-chloroethyl chloroformate (0.9 mL) and solid supported Hünig's base (1.64 g) in anhydrous DCM (30 mL) following General Procedure 3. Purification by ion exchange ion exchange chromatography gives the free base of 40 as a viscous oil (0.71 g, 62%). After further purification using UV-guided preparative LCMS, the hydrochloride salt 40 (0.451 g, 39%) is obtained following General Procedure 4. MW 393.95; C22H28FNO2. HCl; 1H NMR (DMSO-d6): δ 9.16 (1H, s),... Reactants: Cl.C(C1=CC=CC=C1)(=O)N(N)C1=CC=CC=C1 (1-benzoyl-1-phenylhydrazine hydrochloride), CCOC(=O)C1CCC(=O)CC1 (ethyl cyclohexanone-4-carboxylate), ethylene ketal. The product is C(C1=CC=CC=C1)(=O)N1C2=CC=CC=C2C=2CC(CCC12)C(=O)OCC (Ethyl 9-benzoyl-1,2,3,4-tetrahydrocarbazole-3-carboxylate). As a reaction SMILES: Cl.[C:2]([N:10]([C:12]1[CH:17]=[CH:16][CH:15]=[CH:14][CH:13]=1)N)(=[O:9])[C:3]1[CH:8]=[CH:7][CH:6]=[CH:5][CH:4]=1.[CH3:18][CH2:19][O:20][C:21]([CH:23]1[CH2:29][CH2:28][C:26](=O)[CH2:25][CH2:24]1)=[O:22]>>[C:2]([N:10]1[C:26]2[CH2:28][CH2:29][CH:23]([C:21]([O:20][CH2:19][CH3:18])=[O:22])[CH2:24][C:25]=2[C:17]2[C:12]1=[CH:13][CH:14]=[CH:15][CH:16]=2)(=[O:9])[C:3]1[CH:8]=[CH:7][CH:6]=[CH:5][CH:4]=1 |f:0.1|. Procedure details: Following a procedure similar to that of Example 31 and using 11 g. of 1-benzoyl-1-phenylhydrazine hydrochloride and 7.62 g. of ethyl cyclohexanone-4-carboxylate (prepared in situ from the corresponding ethylene ketal) there was obtained 6.2 g. of the title compound; m.p. 67°-69°C. (ether-pentane). Starting materials: N#Cc1cncc(C#Cc2ccc(F)c(C=O)c2)c1, I, [NH4+], C1CCOC1, [OH-]. The product is N#Cc1cncc(C#Cc2ccc(F)c(C#N)c2)c1. RXN SMILES: [F:4][c:5]1[c:6]([CH:21]=[O:22])[cH:7][c:8]([C:11]#[C:12][c:13]2[cH:14][n:15][cH:16][c:17]([C:18]#[N:19])[cH:20]2)[cH:9][cH:10]1.[I:3].[NH4+:1].[O:23]1[CH2:24][CH2:25][CH2:26][CH2:27]1.[OH-:2]>>[N:1]#[C:21][c:6]1[c:5]([F:4])[cH:10][cH:9][c:8]([C:11]#[C:12][c:13]2[cH:14][n:15][cH:16][c:17]([C:18]#[N:19])[cH:20]2)[cH:7]1. Reactants: OC1=C(C=O)C=CC(=C1)OC (2-hydroxy-4-methoxybenzaldehyde), C([O-])([O-])=O.[K+].[K+] (potassium carbonate), BrCC#N (bromoacetonitrile), C(C)#N (acetonitrile). The solvent is O (Water). Run at time 12 hour. Product: C(=O)C1=C(C=C(C=C1)OC)OCC#N ((2-Formyl-5-methoxyphenyl)oxyacetonitrile). The yield is 89.6%. Reaction SMILES: [OH:1][C:2]1[CH:9]=[C:8]([O:10][CH3:11])[CH:7]=[CH:6][C:3]=1[CH:4]=[O:5].C(=O)([O-])[O-].[K+].[K+].Br[CH2:19][C:20]#[N:21].C(#N)C>O>[CH:4]([C:3]1[CH:6]=[CH:7][C:8]([O:10][CH3:11])=[CH:9][C:2]=1[O:1][CH2:19][C:20]#[N:21])=[O:5] |f:1.2.3|. Procedure details: The mixture of 2-hydroxy-4-methoxybenzaldehyde (9.50 g), potassium carbonate (17.3 g), bromoacetonitrile (11.2 g) and acetonitrile (100 ml) was stirred at room temperature for 12 hours. Water was added to the reaction mixture, which was extracted with ethyl acetate. The organic layer was washed with water and a saturated aqueous sodium chloride solution, then dried and concentrated. The residue was purified by alumina column chromatography (eluent: ethyl acetate), and then recrystallized from et... Yields the product CC(C)(C)CC(C)(C)Nc1nc(Cl)nc(N2CC3CCC(CC3)C2)n1. Reactants: CC(C)(C)CC(C)(C)N, CC(C)=O, Clc1nc(Cl)nc(N2CC3CCC(CC3)C2)n1, [Na+], [OH-], O. As a reaction SMILES: [C:22]([CH3:23])([CH3:24])([CH2:25][C:26]([CH3:27])([CH3:28])[CH3:29])[NH2:30].[CH3:18][C:19](=[O:20])[CH3:21].[Cl:1][c:2]1[n:3][c:4]([N:9]2[CH2:10][CH:11]3[CH2:12][CH2:13][CH:14]([CH2:15]2)[CH2:16][CH2:17]3)[n:5][c:6]([Cl:8])[n:7]1.[Na+:32].[OH-:31].[OH2:33]>>[c:2]1([NH:30][C:22]([CH3:23])([CH3:24])[CH2:25][C:26]([CH3:27])([CH3:28])[CH3:29])[n:3][c:4]([N:9]2[CH2:10][CH:11]3[CH2:12][CH2:13][CH:14]([CH2:15]2)[CH2:16][CH2:17]3)[n:5][c:6]([Cl:8])[n:7]1. Reactants: C(C1=CC=CC=C1)OC=1C=C2CN(CC2=CC1)C1=CC=C(C=C1)OCC1=CC=CC=C1 (5-Benzyloxy-2-(4-benzyloxyphenyl)isoindoline). The solvent is C(=O)(C(F)(F)F)O (TFA). Yields the product OC=1C=C2CN(CC2=CC1)C1=CC=C(C=C1)O (5-hydroxy-2-(4-hydroxyphenyl)isoindoline). Yield: 42.6%. As a reaction SMILES: C([O:8][C:9]1[CH:10]=[C:11]2[C:15](=[CH:16][CH:17]=1)[CH2:14][N:13]([C:18]1[CH:23]=[CH:22][C:21]([O:24]CC3C=CC=CC=3)=[CH:20][CH:19]=1)[CH2:12]2)C1C=CC=CC=1>C(O)(C(F)(F)F)=O>[OH:8][C:9]1[CH:10]=[C:11]2[C:15](=[CH:16][CH:17]=1)[CH2:14][N:13]([C:18]1[CH:23]=[CH:22][C:21]([OH:24])=[CH:20][CH:19]=1)[CH2:12]2. Procedure: 5-Benzyloxy-2-(4-benzyloxyphenyl)isoindoline (400 mg) in TFA (12 mL) was refluxed under nitrogen atmosphere for 1 h and cooled. The solvents were removed under vacuum. The residue was dissolved in ethyl acetate (100 mL) and washed with saturated sodium bicarbonate (twice) then brine. Purification by chromatography on silica gel (eluant: dichloromethane—methanol 95:5) gave the title compound (95 mg) as a tan solid. 1H NMR (DMSO-d6): 9.35 (s, 1H), 8.53 (s, 1H), 7.14 (d, 1H, J=8.4 Hz), 6.75 (s br, ...